From a dataset of the Open Reaction Database (ORD), a public repository of structured organic reaction records. describe an organic reaction: reactants, conditions, products, and yield The reactants are NC1=C(C=CC=C1)O (2-Aminophenol), FC(C=1C=C(C=CC1)C1=CC=C(O1)C=O)(F)F (5-(3-(trifluoromethyl)phenyl)furan-2-carbaldehyde). The product is FC(C=1C=C(C=CC1)C1=CC=C(O1)C=NC1=C(C=CC=C1)O)(F)F (2-{[5-(3-(trifluoromethyl)phenyl)furan-2-yl]methyleneamino}phenol), powder. The yield is 86.0%. As a reaction SMILES: [NH2:1][C:2]1[CH:7]=[CH:6][CH:5]=[CH:4][C:3]=1[OH:8].[F:9][C:10]([F:25])([F:24])[C:11]1[CH:12]=[C:13]([C:17]2[O:21][C:20]([CH:22]=O)=[CH:19][CH:18]=2)[CH:14]=[CH:15][CH:16]=1>>[F:25][C:10]([F:9])([F:24])[C:11]1[CH:12]=[C:13]([C:17]2[O:21][C:20]([CH:22]=[N:1][C:2]3[CH:7]=[CH:6][CH:5]=[CH:4][C:3]=3[OH:8])=[CH:19][CH:18]=2)[CH:14]=[CH:15][CH:16]=1. Reported procedure: Using 2-Aminophenol and 5-(3-(trifluoromethyl)phenyl)furan-2-carbaldehyde, 3.44 g of 2-{[5-(3-(trifluoromethyl)phenyl)furan-2-yl]methyleneamino}phenol were obtained as a yellow powder (yield 86%). Starting materials: BrC1=NC(=CC(=C1)[N+](=O)[O-])Br (2,6-dibromo-4-nitro-pyridine), C[S-].[Na+] (sodium methanethiolate). Solvent: CN(C)C=O (DMF). Run at time 2 hour. Product: BrC1=NC(=CC(=C1)SC)Br (2.6-Dibromo-4-methylsulfanyl-pyridine). Isolated yield 85.1%. Reaction SMILES: [Br:1][C:2]1[CH:7]=[C:6]([N+]([O-])=O)[CH:5]=[C:4]([Br:11])[N:3]=1.[CH3:12][S-:13].[Na+]>CN(C=O)C>[Br:1][C:2]1[CH:7]=[C:6]([S:13][CH3:12])[CH:5]=[C:4]([Br:11])[N:3]=1 |f:1.2|. Reported procedure: To a solution of 2,6-dibromo-4-nitro-pyridine (CAS 175422-04-5, 10.0 g, 35.5 mmol) in 60 mL of DMF was added at −10° C. sodium methanethiolate (2.61 g, 1.05 eq.) and the mixture stirred for 45 Min. at this temperature and for another 2 h at 0° C. Pouring onto crashed ice, twofold extraction with AcOEt, washing with water and brine, drying over magnesium sulfate, and evaporation of the solvents, followed by flash chromatography (SiO2, hexane/AcOEt=97/3), yielded 8.55 g of the title compound as of... Starting materials: C([O-])([O-])=O.[K+].[K+] (potassium carbonate), C(CCC)N=C=O (n-butyl isocyanate), CN(C)S(=O)(=O)C1=C(C=CC=C1)S(=O)(=O)N (2-[(N,N-dimethylamino)sulfonyl]benzenesulfonamide), ice water, C(C)N(CC)S(=O)(=O)C1=C(C=CC=C1)S(=O)(=O)N (2-[(N,N-diethylamino)sulfonyl]benzenesulfonamide), Cl (hydrochloric acid). Run in C(C)#N (acetonitrile). Reaction conditions: temperature 0 celsius, time 3 hour. The product is C(CCC)NC(=O)NS(=O)(=O)C1=C(C=CC=C1)S(=O)(=O)N(C)C (N-(n-Butylamino)carbonyl-2-(N,N-dimethylaminosulfonyl)benzenesulfonamide). The yield is 97.1%. RXN SMILES: [CH2:1]([N:5]=[C:6]=[O:7])[CH2:2][CH2:3][CH3:4].[CH3:8][N:9]([S:11]([C:14]1[CH:19]=[CH:18][CH:17]=[CH:16][C:15]=1[S:20]([NH2:23])(=[O:22])=[O:21])(=[O:13])=[O:12])[CH3:10].C(N(S(C1C=CC=CC=1S(N)(=O)=O)(=O)=O)CC)C.C(=O)([O-])[O-].[K+].[K+].Cl>C(#N)C>[CH2:1]([NH:5][C:6]([NH:23][S:20]([C:15]1[CH:16]=[CH:17][CH:18]=[CH:19][C:14]=1[S:11]([N:9]([CH3:10])[CH3:8])(=[O:12])=[O:13])(=[O:21])=[O:22])=[O:7])[CH2:2][CH2:3][CH3:4] |f:3.4.5|. Procedure details: 18.6 g (0.18 mol) of n-butyl isocyanate were added dropwise at 25° C. to a suspension of 44.2 g (0.17 mol) of 2-[(N,N-dimethylamino)sulfonyl]benzenesulfonamide (prepared similarly to 2-[(N,N-diethylamino)sulfonyl]benzenesulfonamide in U.S. Pat. No. 4,310,346) in 450 ml of acetonitrile. After the addition of 25.4 g (0.18 mol) of potassium carbonate, the refluxed mixture was stirred for 3 hours. It was cooled to 0° C., after which 400 ml of ice/water were added, the pH was brought to 1 by adding c... Starting materials: CC1([C@@H]([C@@H]1C#CC(=O)O)C(=O)OC(C)(C)C)C (Tert.-butyl (1R,cis) 2,2-dimethyl-3-(carboxy ethynyl)-cyclopropane-carboxylate), C(Cl)Cl (methylene chloride). The reagents and catalysts are CN(C1=CC=NC=C1)C (4-dimethylamino-pyridine). The solvent is C(C)O (ethanol). Run at temperature 20 celsius, time 16 hour. The product is CC1(C(C1\C=C/C(=O)OC)C(=O)O)C (2,2-dimethyl-3-[(Z)-2-(methoxy carbonyl)-ethenyl]-cyclopropane-carboxylic acid). RXN SMILES: [CH3:1][C:2]1([CH3:17])[C@@H:4]([C:5]#[C:6][C:7]([OH:9])=[O:8])[C@H:3]1[C:10]([O:12]C(C)(C)C)=[O:11].[CH2:18](Cl)Cl>CN(C)C1C=CN=CC=1.C(O)C>[CH3:1][C:2]1([CH3:17])[CH:4](/[CH:5]=[CH:6]\[C:7]([O:9][CH3:18])=[O:8])[CH:3]1[C:10]([OH:12])=[O:11]. Procedure details: 4 g of the product of Step A, 3.4 g of dicyclohexylcarbodiiumide and 6 mg of 4-dimethylamino-pyridine were added to 30 ml of methylene chloride followed by the addition of 1.5 ml of ethanol and the mixture was stirred at 20° C. for 16 hours. The mixture was filtered and the filtrate was evaporated to dryness under reduced pressure. The residue was chromatographed over silica gel and was eluted with a 9-1 cyclohexane-ethyl acetate mixture to obtain 4.25 g of tert.butyl (1R, cis) 2,2-dimethyl-3-(e...